From a dataset of the Open Reaction Database (ORD), a public repository of structured organic reaction records. describe an organic reaction: reactants, conditions, products, and yield Reactants: BrC1=CC=C(C=C1)C=1C(NC=C2SC3=C(NC21)C=CC=C3)=O (4-(4-bromophenyl)-5H-pyrido[3,4-b][1,4]benzothiazin-3(2H)-one), CN(C)C=O (DMF), cuprous cyanide. Run in O (water). The product is C(#N)C1=CC=C(C=C1)C=1C(NC=C2SC3=C(NC21)C=CC=C3)=O (4-(4-cyanophenyl)-5H-pyrido[3,4-b][1,4]benzothiazin-3(2H)-one). RXN SMILES: Br[C:2]1[CH:7]=[CH:6][C:5]([C:8]2[C:9](=[O:22])[NH:10][CH:11]=[C:12]3[C:17]=2[NH:16][C:15]2[CH:18]=[CH:19][CH:20]=[CH:21][C:14]=2[S:13]3)=[CH:4][CH:3]=1.[CH3:23][N:24](C=O)C>O>[C:23]([C:2]1[CH:7]=[CH:6][C:5]([C:8]2[C:9](=[O:22])[NH:10][CH:11]=[C:12]3[C:17]=2[NH:16][C:15]2[CH:18]=[CH:19][CH:20]=[CH:21][C:14]=2[S:13]3)=[CH:4][CH:3]=1)#[N:24]. Procedure: To 10 parts of 4-(4-bromophenyl)-5H-pyrido[3,4-b][1,4]benzothiazin-3(2H)-one suspended in 300 parts of DMF is added 4 parts of cuprous cyanide and the reaction mixture is refluxed for 2 to 12 hours. After cooling, water is added and the solution extracted with ethyl acetate. The combined extracts are washed with saturated NaCl solution and dried. Solvent removal gives a residue which upon recrystallization from aqueous DMF gives 4-(4-cyanophenyl)-5H-pyrido[3,4-b][1,4]benzothiazin-3(2H)-one, whic... The reactants are BrCc1ccc(-n2cccn2)cc1, CC(=O)CC(=O)SC(C)(C)C, COCCOC, CC(=O)O, [Cl-], [H-], [Na+], [Na+], O. Yields the product CC(=O)C(Cc1ccc(-n2cccn2)cc1)C(=O)SC(C)(C)C. RXN SMILES: [Br:14][CH2:15][c:16]1[cH:17][cH:18][c:19](-[n:22]2[n:23][cH:24][cH:25][cH:26]2)[cH:20][cH:21]1.[C:1]([CH3:2])([CH3:3])([CH3:4])[S:5][C:6]([CH2:7][C:8]([CH3:9])=[O:10])=[O:11].[CH3:29][O:30][CH2:31][CH2:32][O:33][CH3:34].[CH3:35][C:36](=[O:37])[OH:38].[Cl-:28].[H-:12].[Na+:13].[Na+:27].[OH2:39]>>[C:1]([CH3:2])([CH3:3])([CH3:4])[S:5][C:6]([CH:7]([C:8]([CH3:9])=[O:10])[CH2:15][c:16]1[cH:17][cH:18][c:19](-[n:22]2[n:23][cH:24][cH:25][cH:26]2)[cH:20][cH:21]1)=[O:11]. Procedure: To a solution of 3-(2,4-diphenylamino-pyrimidin-5-yl)-2-phenyl-propionic acid methyl ester (100 mg, 0.24 mmol) (from Example 5b supra) was added 5% concentrated sulfuric acid in glacial acetic acid (3 mL) in one portion. The reaction mixture was heated at 60° C. overnight. After cooling, the reaction mixture was diluted with ethyl acetate (50 mL) and quenched with 2 N aqueous sodium hydroxide solution. The organic layer was separated and successively washed with water (10 mL) and brine (10 mL), ... RXN SMILES: C[O:2][C:3](=O)[CH:4]([C:26]1[CH:31]=[CH:30][CH:29]=[CH:28][CH:27]=1)[CH2:5][C:6]1[C:7]([NH:19][C:20]2[CH:25]=[CH:24][CH:23]=[CH:22][CH:21]=2)=[N:8][C:9]([NH:12][C:13]2[CH:18]=[CH:17][CH:16]=[CH:15][CH:14]=2)=[N:10][CH:11]=1.S(=O)(=O)(O)O>C(O)(=O)C.C(OCC)(=O)C>[C:26]1([CH:4]2[C:3](=[O:2])[N:19]([C:20]3[CH:25]=[CH:24][CH:23]=[CH:22][CH:21]=3)[C:7]3[N:8]=[C:9]([NH:12][C:13]4[CH:18]=[CH:17][CH:16]=[CH:15][CH:14]=4)[N:10]=[CH:11][C:6]=3[CH2:5]2)[CH:31]=[CH:30][CH:29]=[CH:28][CH:27]=1. Reaction conditions: temperature 60 celsius. Run in C(C)(=O)O (acetic acid), C(C)(=O)OCC (ethyl acetate). Starting materials: COC(C(CC=1C(=NC(=NC1)NC1=CC=CC=C1)NC1=CC=CC=C1)C1=CC=CC=C1)=O (3-(2,4-diphenylamino-pyrimidin-5-yl)-2-phenyl-propionic acid methyl ester), S(O)(O)(=O)=O (sulfuric acid). The product is C1(=CC=CC=C1)C1CC2=C(N=C(N=C2)NC2=CC=CC=C2)N(C1=O)C1=CC=CC=C1 (6,8-diphenyl-2-phenylamino-5,8-dihydro-6H-pyrido[2,3-d]pyrimidin-7-one). RXN SMILES: [Br:22][CH2:23][c:24]1[cH:25][c:26]([C:27]#[N:28])[cH:29][cH:30][cH:31]1.[C:1]([CH3:2])([CH3:3])([CH3:4])[c:5]1[n:6][c:7](-[c:10]2[o:11][c:12]3[c:13]([cH:14]2)[cH:15][c:16]([OH:19])[cH:17][cH:18]3)[s:8][cH:9]1.[CH3:39][N:40]([CH3:41])[CH:42]=[O:43].[CH:32]([O:33][CH:34]([CH3:35])[CH3:36])([CH3:37])[CH3:38].[H-:20].[Na+:21]>>[C:1]([CH3:2])([CH3:3])([CH3:4])[c:5]1[n:6][c:7](-[c:10]2[o:11][c:12]3[c:13]([cH:14]2)[cH:15][c:16]([O:19][CH2:23][c:24]2[cH:25][c:26]([C:27]#[N:28])[cH:29][cH:30][cH:31]2)[cH:17][cH:18]3)[s:8][cH:9]1. Yields the product CC(C)(C)c1csc(-c2cc3cc(OCc4cccc(C#N)c4)ccc3o2)n1. Reactants: N#Cc1cccc(CBr)c1, CC(C)(C)c1csc(-c2cc3cc(O)ccc3o2)n1, CN(C)C=O, CC(C)OC(C)C, [H-], [Na+]. Starting materials: BrB(Br)Br, COc1ccc2c(c1)c1c(n2Cc2ccc(C(C)(C)C)cc2)COC(=O)C1=O, ClCCl, CO. Product: CC(C)(C)c1ccc(Cn2c3c(c4cc(O)ccc42)C(=O)C(=O)OC3)cc1. Reaction SMILES: [B:1]([Br:2])([Br:3])[Br:4].[C:5]([CH3:6])([CH3:7])([CH3:8])[c:9]1[cH:10][cH:11][c:12]([CH2:13][n:14]2[c:15]3[c:16]([c:17]4[cH:18][c:19]([O:23][CH3:24])[cH:20][cH:21][c:22]24)[C:25](=[O:30])[C:26](=[O:29])[O:27][CH2:28]3)[cH:31][cH:32]1.[CH2:35]([Cl:36])[Cl:37].[CH3:33][OH:34]>>[C:5]([CH3:6])([CH3:7])([CH3:8])[c:9]1[cH:10][cH:11][c:12]([CH2:13][n:14]2[c:15]3[c:16]([c:17]4[cH:18][c:19]([OH:23])[cH:20][cH:21][c:22]24)[C:25](=[O:30])[C:26](=[O:29])[O:27][CH2:28]3)[cH:31][cH:32]1.